From a dataset of the Open Reaction Database (ORD), a public repository of structured organic reaction records. describe an organic reaction: reactants, conditions, products, and yield As a reaction SMILES: [CH2:26]([O:27][CH2:28][CH3:29])[CH3:30].[CH3:1][O:2][C:3]1=[CH:4][c:5]2[c:6]([cH:17][cH:18][cH:19][cH:20]2)[C:7](=[CH:13][C:14](=[O:15])[OH:16])[c:8]2[c:9]1[s:10][cH:11][cH:12]2.[N+:21](=[N-:22])=[CH2:23].[N:24]#[N:25]>>[CH3:1][O:2][C:3]1=[CH:4][c:5]2[c:6]([cH:17][cH:18][cH:19][cH:20]2)[C:7](=[CH:13][C:14]([O:15][CH3:23])=[O:16])[c:8]2[c:9]1[s:10][cH:11][cH:12]2. The product is COC(=O)C=C1c2ccccc2C=C(OC)c2sccc21. The reactants are CCOCC, COC1=Cc2ccccc2C(=CC(=O)O)c2ccsc21, C=[N+]=[N-], N#N.